The task is: describe an organic reaction: reactants, conditions, products, and yield. This data is from the Open Reaction Database (ORD), a public repository of structured organic reaction records. Reactants: CC(C)(C)OC(=O)c1ccc(NC2CCN(C(=O)OC(C)(C)C)CC2)c([N+](=O)[O-])c1, C1COCCO1, CO, ClCCl, Cl. The product is CC(C)(C)OC(=O)c1ccc(NC2CCNCC2)c([N+](=O)[O-])c1. Reaction SMILES: [C:2]([O:3][C:4](=[O:5])[N:9]1[CH2:10][CH2:11][CH:12]([NH:15][c:16]2[c:17]([N+:29](=[O:30])[O-:31])[cH:18][c:19]([C:22](=[O:23])[O:24][C:25]([CH3:26])([CH3:27])[CH3:28])[cH:20][cH:21]2)[CH2:13][CH2:14]1)([CH3:6])([CH3:7])[CH3:8].[CH2:37]1[O:38][CH2:39][CH2:40][O:41][CH2:42]1.[CH3:32][OH:33].[Cl:34][CH2:35][Cl:36].[ClH:1]>>[NH:9]1[CH2:10][CH2:11][CH:12]([NH:15][c:16]2[c:17]([N+:29](=[O:30])[O-:31])[cH:18][c:19]([C:22](=[O:23])[O:24][C:25]([CH3:26])([CH3:27])[CH3:28])[cH:20][cH:21]2)[CH2:13][CH2:14]1. The reactants are ClC1=NC=NC(=C1C(=O)NC1=C(C=CC=C1)OC)Cl (4,6-Dichloro-N-(2-methoxyphenyl)pyrimidine-5-carboxamide), N (Ammonia). Run in O1CCOCC1 (dioxane). Reaction conditions: temperature 0 celsius, time 6 hour. Product: NC1=NC=NC(=C1C(=O)NC1=C(C=CC=C1)OC)Cl (4-Amino-6-chloro-N-(2-methoxyphenyl)pyrimidine-5-carboxamide). Isolated yield 95.8%. RXN SMILES: [Cl:1][C:2]1[C:7]([C:8]([NH:10][C:11]2[CH:16]=[CH:15][CH:14]=[CH:13][C:12]=2[O:17][CH3:18])=[O:9])=[C:6](Cl)[N:5]=[CH:4][N:3]=1.[NH3:20]>O1CCOCC1>[NH2:20][C:6]1[C:7]([C:8]([NH:10][C:11]2[CH:16]=[CH:15][CH:14]=[CH:13][C:12]=2[O:17][CH3:18])=[O:9])=[C:2]([Cl:1])[N:3]=[CH:4][N:5]=1. Procedure details: 4,6-Dichloro-N-(2-methoxyphenyl)pyrimidine-5-carboxamide (506 mg, 1.70 mmol) was dissolved in dioxane (8 ml) and cooled in an ice bath. Ammonia solution (1.25 ml, 8.75 mmol, 7N in MeOH) was added dropwise and the mixture was stirred at 0° C. for 6 h. After evaporation of the solvent under reduced pressure, the residue was suspended in ethyl acetate and filtered, washing successively with ethyl acetate. The solvent of the filtrate is evaporated under reduced pressure to yield the final compound a... Reactants: N1N=NC(=C1)C=1C=C(C#N)C=CC1 (3-(1H-1,2,3-Triazol-4-yl)benzonitrile), C[O-].[Na+] (NaOMe), [O-]S(=O)(=O)C(F)(F)F.F[N+]1=CC=CC=C1 (N-fluoropyridinium triflate). Solvent: CO (MeOH), CO (MeOH). Run at temperature -78 celsius, time 30 minute. Yields the product N1=C(C=CC=C1)N1N=CC(=N1)C=1C=C(C#N)C=CC1 (3-(2-pyridin-2-yl-2H-1,2,3-triazol-4-yl)benzonitrile). RXN SMILES: [NH:1]1[CH:5]=[C:4]([C:6]2[CH:7]=[C:8]([CH:11]=[CH:12][CH:13]=2)[C:9]#[N:10])[N:3]=[N:2]1.C[O-].[Na+].[O-]S(C(F)(F)F)(=O)=O.F[N+:26]1[CH:31]=[CH:30][CH:29]=[CH:28][CH:27]=1>CO>[N:26]1[CH:31]=[CH:30][CH:29]=[CH:28][C:27]=1[N:2]1[N:3]=[C:4]([C:6]2[CH:7]=[C:8]([CH:11]=[CH:12][CH:13]=2)[C:9]#[N:10])[CH:5]=[N:1]1 |f:1.2,3.4|. Procedure details: 3-(1H-1,2,3-Triazol-4-yl)benzonitrile (1.82 g, 10.69 mmol) was suspended in anhydrous MeOH (25 mL) under argon at ambient temperature. To this was added NaOMe (21.4 mL of 0.5 M solution in MeOH, 10.69 mmol), and the resulting reaction mixture was cooled to −78° C. A solution of N-fluoropyridinium triflate (2.95 g, 8.91 mmol) in anhydrous MeOH (5 mL) was then added dropwise via syringe. The reaction mixture was stirred at −78° C. for 30 min, then warmed to ambient temperature and stirred for an a... RXN SMILES: [CH3:31][CH2:32][OH:33].[NH2:1][C:2]([NH2:3])=[N:4][c:5]1[s:6][cH:7][c:8](-[c:10]2[cH:11][c:12]([CH2:16][N:17]3[C:18](=[O:19])[c:20]4[cH:21][cH:22][cH:23][cH:24][c:25]4[C:26]3=[O:27])[n:13][cH:14][cH:15]2)[n:9]1.[NH2:29][NH2:30].[OH2:28]>>[NH2:1][C:2]([NH2:3])=[N:4][c:5]1[s:6][cH:7][c:8](-[c:10]2[cH:11][c:12]([CH2:16][NH2:17])[n:13][cH:14][cH:15]2)[n:9]1. Yields the product NCc1cc(-c2csc(N=C(N)N)n2)ccn1. The reactants are CCO, NC(N)=Nc1nc(-c2ccnc(CN3C(=O)c4ccccc4C3=O)c2)cs1, NN, O.